From a dataset of the Open Reaction Database (ORD), a public repository of structured organic reaction records. describe an organic reaction: reactants, conditions, products, and yield Reactants: O=C1COC2=C(N1)C=CC(=C2)NC(C(=O)O)=O (N-(3-oxo-3,4-dihydro-2H-benzo[1,4]oxazin-7-yl)-oxalamic acid), C1(=CC=C(C=C1)OC1CCNCC1)C (4-p-tolyloxy-piperidine). Run in C(C)OCC (diethylether). Product: O=C(C(=O)NC1=CC2=C(NC(CO2)=O)C=C1)N1CCC(CC1)OC1=CC=C(C=C1)C (2-Oxo-N-(3-oxo-3,4-dihydro-2H-benzo[1,4]oxazin-7-yl)-2-(4-p-tolyloxy-piperidin-1-yl)-acetamide). As a reaction SMILES: [O:1]=[C:2]1[NH:7][C:6]2[CH:8]=[CH:9][C:10]([NH:12][C:13](=[O:17])[C:14]([OH:16])=O)=[CH:11][C:5]=2[O:4][CH2:3]1.[C:18]1([CH3:31])[CH:23]=[CH:22][C:21]([O:24][CH:25]2[CH2:30][CH2:29][NH:28][CH2:27][CH2:26]2)=[CH:20][CH:19]=1>C(OCC)C>[O:16]=[C:14]([N:28]1[CH2:29][CH2:30][CH:25]([O:24][C:21]2[CH:22]=[CH:23][C:18]([CH3:31])=[CH:19][CH:20]=2)[CH2:26][CH2:27]1)[C:13]([NH:12][C:10]1[CH:9]=[CH:8][C:6]2[NH:7][C:2](=[O:1])[CH2:3][O:4][C:5]=2[CH:11]=1)=[O:17]. Procedure: The title compound is prepared from N-(3-oxo-3,4-dihydro-2H-benzo[1,4]oxazin-7-yl)-oxalamic acid (Example 53b) and 4-p-tolyloxy-piperidine according to the method described in Example 1c. Melting Point: 226-228° C. (diethylether) The reactants are C(C1=CC=CC=C1)OC1=CC2=C(N(CCCC2C(=O)OC(C)(C)C)CCl)C2=CC=CC=C12 (7-(Benzyloxy)-5-(tert-butyloxycarbonyl)-1-(chloromethyl)-1,2,3,4-tetrahydro-5H-naphtho[1,2-b]azepine). The reagents and catalysts are [Pd] (Pd—C). Run in C1CCOC1 (THF). Reaction conditions: temperature 25 celsius, time 2.5 hour. Product: C(C)(C)(C)OC(=O)C1C2=C(N(CCC1)CCl)C1=CC=CC=C1C(=C2)O (5-(tert-Butyloxycarbonyl)-1-(chloromethyl)-7-hydroxy-1,2,3,4-tetrahydro-5H-naphtho[1,2-b]azepine). RXN SMILES: C([O:8][C:9]1[C:32]2[C:27](=[CH:28][CH:29]=[CH:30][CH:31]=2)[C:12]2[N:13]([CH2:25][Cl:26])[CH2:14][CH2:15][CH2:16][CH:17]([C:18]([O:20][C:21]([CH3:24])([CH3:23])[CH3:22])=[O:19])[C:11]=2[CH:10]=1)C1C=CC=CC=1>C1COCC1.[Pd]>[C:21]([O:20][C:18]([CH:17]1[CH2:16][CH2:15][CH2:14][N:13]([CH2:25][Cl:26])[C:12]2[C:27]3[C:32]([C:9]([OH:8])=[CH:10][C:11]1=2)=[CH:31][CH:30]=[CH:29][CH:28]=3)=[O:19])([CH3:24])([CH3:22])[CH3:23]. Reported procedure: A solution of 86 (0.043 g, 0.095 mmol, 1 equiv) in THF (1.5 mL) was treated with 10% Pd—C (0.020 g, 0.019 mmol, 0.2 equiv) followed by aqueous HCO2NH4 (0.5 mL, 25% w/v, 1.98 mmol, 21 equiv) and the resulting black suspension was stirred rapidly at 25° C. for 2.5 h. The crude mixture was filtered through a plug of Celite to afford a biphasic filtrate which was partitioned. The aqueous portion was extracted with EtOAc (2×1 mL) and the combined organic portions were dried (MgSO4), filtered, and con... The reactants are BrCc1cccc(Br)c1, [K+], [K+], O=C([O-])[O-], CN(C)C=O, O, CC(C)(C)OC(=O)Nc1cccc(O)c1. Product: CC(C)(C)OC(=O)Nc1cccc(OCc2cccc(Br)c2)c1. Reaction SMILES: [Br:22][c:23]1[cH:24][c:25]([CH2:26][Br:27])[cH:28][cH:29][cH:30]1.[K+:16].[K+:17].[O-:18][C:19]([O-:20])=[O:21].[O:31]=[CH:32][N:33]([CH3:34])[CH3:35].[OH2:36].[OH:1][c:2]1[cH:3][c:4]([NH:8][C:9]([O:10][C:11]([CH3:12])([CH3:13])[CH3:14])=[O:15])[cH:5][cH:6][cH:7]1>>[O:1]([c:2]1[cH:3][c:4]([NH:8][C:9]([O:10][C:11]([CH3:12])([CH3:13])[CH3:14])=[O:15])[cH:5][cH:6][cH:7]1)[CH2:26][c:25]1[cH:24][c:23]([Br:22])[cH:30][cH:29][cH:28]1. The reactants are C1(CC1)[Mg]Br (cPrMgBr), CO[C@H](C)C=1N=CN(C1)C1=NCC(N2C(C3=CC=CC(=C3CC2)C(=C)C)=C1)=O ((R)-2-(4-(1-methoxyethyl)-1H-imidazol-1-yl)-9-(prop-1-en-2-yl)-7,8-dihydro-[1,4]diazepino[7,1-a]isoquinolin-5(4H)-one), [NH4+].[Cl-] (NH4Cl). Solvent: C1CCOC1 (THF), C1CCOC1 (THF). Reaction conditions: temperature 0 celsius, time 1 hour. The product is C1(CC1)C1=C2CCN3C(C2=CC=C1)=CC(=NCC3=O)N3C=NC(=C3)C(O)C3CC3 (9-cyclopropyl-2-(4-(cyclopropyl(hydroxy)methyl)-1H-imidazol-1-yl)-7,8-dihydro-[1,4]diazepino[7,1-a]isoquinolin-5(4H)-one). RXN SMILES: C[O:2][C@@H:3]([C:5]1[N:6]=[CH:7][N:8]([C:10]2[CH:27]=[C:15]3[C:16]4[C:21]([CH2:22][CH2:23][N:14]3[C:13](=[O:28])[CH2:12][N:11]=2)=[C:20]([C:24]([CH3:26])=[CH2:25])[CH:19]=[CH:18][CH:17]=4)[CH:9]=1)[CH3:4].[CH:29]1([Mg]Br)C[CH2:30]1.[NH4+].[Cl-]>C1COCC1>[CH:24]1([C:20]2[CH:19]=[CH:18][CH:17]=[C:16]3[C:21]=2[CH2:22][CH2:23][N:14]2[C:13](=[O:28])[CH2:12][N:11]=[C:10]([N:8]4[CH:9]=[C:5]([CH:3]([CH:4]5[CH2:30][CH2:29]5)[OH:2])[N:6]=[CH:7]4)[CH:27]=[C:15]23)[CH2:26][CH2:25]1 |f:2.3|. Reported procedure: A solution of 1-(9-cyclopropyl-5-oxo-4,5,7,8-tetrahydro-[1,4]diazepino[7,1-a]isoquinolin-2-yl)-1H-imidazole-4-carbaldehyde (230 mg, 0.66 mmol, it can be obtained by analogy to example 118) in THF (35 mL) was cooled to 0° C. and then treated with a solution of cPrMgBr in THF (1.39 mL, 0.70 mmol) dropwise. The mixture was stirred at 0° C. for 1 h, and an aq. solution of saturated NH4Cl was then added. The mixture was extracted with AcOEt, and the combined org. layers were dried over Na2SO4, filter... Starting materials: CCOC(=O)NC, FC(F)(F)c1ccc(-c2ncc(CCl)c(C3CC3)n2)cc1, Cl, [H-], [Na+], CN(C)C=O, O. The product is CCOC(=O)N(C)Cc1cnc(-c2ccc(C(F)(F)F)cc2)nc1C1CC1. As a reaction SMILES: [CH2:22]([CH3:23])[O:24][C:25]([NH:26][CH3:27])=[O:28].[Cl:1][CH2:2][c:3]1[c:4]([CH:19]2[CH2:20][CH2:21]2)[n:5][c:6](-[c:9]2[cH:10][cH:11][c:12]([C:15]([F:16])([F:17])[F:18])[cH:13][cH:14]2)[n:7][cH:8]1.[ClH:31].[H-:29].[Na+:30].[O:33]=[CH:34][N:35]([CH3:36])[CH3:37].[OH2:32]>>[CH2:2]([c:3]1[c:4]([CH:19]2[CH2:20][CH2:21]2)[n:5][c:6](-[c:9]2[cH:10][cH:11][c:12]([C:15]([F:16])([F:17])[F:18])[cH:13][cH:14]2)[n:7][cH:8]1)[N:26]([C:25]([O:24][CH2:22][CH3:23])=[O:28])[CH3:27]. Reactants: CCCCCN, Cc1nc(N)nc(Cl)c1CCC#N, C1COCCO1. Product: CCCCCNc1nc(N)nc(C)c1CCC#N. Reaction SMILES: [CH2:14]([CH2:15][CH2:16][CH2:17][CH3:18])[NH2:19].[NH2:1][c:2]1[n:3][c:4]([CH3:13])[c:5]([CH2:9][CH2:10][C:11]#[N:12])[c:6]([Cl:8])[n:7]1.[O:20]1[CH2:21][CH2:22][O:23][CH2:24][CH2:25]1>>[NH2:1][c:2]1[n:3][c:4]([CH3:13])[c:5]([CH2:9][CH2:10][C:11]#[N:12])[c:6]([NH:19][CH2:14][CH2:15][CH2:16][CH2:17][CH3:18])[n:7]1.